Dataset: the Open Reaction Database (ORD), a public repository of structured organic reaction records. Task: describe an organic reaction: reactants, conditions, products, and yield The reactants are C(CCC)C1=NNC(=N1)C (3-butyl-5-methyl-1H-1,2,4-triazole), BrCC1=CC=C(C=C1)C1=C(C=CC=C1)C(=O)OC (4-bromomethyl-2′-methoxycarbonylbiphenyl). Yields the product C(CCC)C1=NN(C(=N1)C)CC1=CC=C(C=C1)C=1C(=CC=CC1)C(=O)O (4′-[(3-butyl-5-methyl-1H-1,2,4-triazol-1-yl)methyl][1,1′-biphenyl]-2-carboxylic acid). Yield: 8.7%. RXN SMILES: [CH2:1]([C:5]1[N:9]=[C:8]([CH3:10])[NH:7][N:6]=1)[CH2:2][CH2:3][CH3:4].Br[CH2:12][C:13]1[CH:18]=[CH:17][C:16]([C:19]2[CH:24]=[CH:23][CH:22]=[CH:21][C:20]=2[C:25]([O:27]C)=[O:26])=[CH:15][CH:14]=1>>[CH2:1]([C:5]1[N:9]=[C:8]([CH3:10])[N:7]([CH2:12][C:13]2[CH:18]=[CH:17][C:16]([C:19]3[C:20]([C:25]([OH:27])=[O:26])=[CH:21][CH:22]=[CH:23][CH:24]=3)=[CH:15][CH:14]=2)[N:6]=1)[CH2:2][CH2:3][CH3:4]. Reported procedure: Following General Procedure A, 1.0 g (7.2 mmol) of 3-butyl-5-methyl-1H-1,2,4-triazole was reacted with 2.89 g (9.5 mmol) of the alkylating reagent prepared in step 1 of Example 1. Hydrolysis of the slower moving isomer provided 220 mg of 4′-[(3-butyl-5-methyl-1H-1,2,4-triazol-1-yl)methyl][1,1′-biphenyl]-2-carboxylic acid as a colorless solid: NMR (DMSO-d6) δ 0.88 (t, J=7 Hz, 3H), 1.25–1.38 (m, 2H), 1.54–1.67 (m, 2H), 2.39 (s, 3H), 2.54 (t, J=8 Hz, 2H), 5.32 (s, 2H), 7.21 (d, J=8 Hz, 2H), 7.32 (d... Starting materials: C[Mg+].[Br-] (MeMgBr), C(=O)(OC(C)(C)C)N1CC(C1)=O (1-Boc-azetidin-3-one), [NH4+].[Cl-] (NH4Cl). Solvent: CCOCC (Et2O), CCOCC (Et2O). Run at time 45 minute. The product is C(C)(C)(C)OC(=O)N1CC(C1)(C)O (3-hydroxy-3-methyl-azetidine-1-carboxylic acid tert-butyl ester). The yield is 84.0%. Reaction SMILES: [C:1]([N:8]1[CH2:11][C:10](=[O:12])[CH2:9]1)([O:3][C:4]([CH3:7])([CH3:6])[CH3:5])=[O:2].[CH3:13][Mg+].[Br-].[NH4+].[Cl-]>CCOCC>[C:4]([O:3][C:1]([N:8]1[CH2:11][C:10]([OH:12])([CH3:13])[CH2:9]1)=[O:2])([CH3:7])([CH3:6])[CH3:5] |f:1.2,3.4|. Procedure: A solution of 1-Boc-azetidin-3-one (3.5 g, 20 mmol) in 50 mL and Et2O was cooled to 0° C. and 3M MeMgBr in Et2O (10 mL, 30 mmol) was added dropwise over 1 h. After 45 min, the reaction was allowed to warm to rt and stir an additional for 18 h. Then ½ sat'd NH4Cl (aq.) was added and the mixture extracted with EtOAc (2×). The combined organic layers were dried and the resulting semisolid was purified by RP HPLC (Agilent) to give the title compound as a white solid (3.2 g, 84%). 1H NMR (CDCl3): 3.8... Starting materials: C(C)N1N=CC=2C1=NC(=C(C2NC2CCOCC2)CNC(=O)C2=CC(=CC=C2)C(=O)NCC=2C=C(C=C(C2)C)C2=CC(=CC=C2)C=O)CC (N-{[1,6-diethyl-4-(tetrahydro-2H-pyran-4-ylamino)-1H-pyrazolo[3,4-b]pyridin-5-yl]methyl}-N′-[(3′-formyl-5-methyl-3-biphenylyl)methyl]-1,3-benzenedicarboxamide), CN1CCNCC1 (1-methyl piperazine), CC(=O)O (AcOH), [BH-](OC(=O)C)(OC(=O)C)OC(=O)C.[Na+] (NaBH(OAc)3). Solvent: C(Cl)Cl (DCM). Reaction conditions: time 8 hour. Yields the product C(C)N1N=CC=2C1=NC(=C(C2NC2CCOCC2)CNC(=O)C2=CC(=CC=C2)C(=O)NCC=2C=C(C=C(C2)C)C2=CC(=CC=C2)CN2CCN(CC2)C)CC (N-{[1,6-diethyl-4-(tetrahydro-2H-pyran-4-ylamino)-1H-pyrazolo[3,4-b]pyridin-5-yl]methyl}-N′-({5-methyl-3′-[(4-methyl-1-piperazinyl)methyl]-3-biphenylyl}methyl)-1,3-benzenedicarboxamide). Yield: 37.7%. As a reaction SMILES: [CH2:1]([N:3]1[C:7]2=[N:8][C:9]([CH2:48][CH3:49])=[C:10]([CH2:19][NH:20][C:21]([C:23]3[CH:28]=[CH:27][CH:26]=[C:25]([C:29]([NH:31][CH2:32][C:33]4[CH:34]=[C:35]([C:40]5[CH:45]=[CH:44][CH:43]=[C:42](C=O)[CH:41]=5)[CH:36]=[C:37]([CH3:39])[CH:38]=4)=[O:30])[CH:24]=3)=[O:22])[C:11]([NH:12][CH:13]3[CH2:18][CH2:17][O:16][CH2:15][CH2:14]3)=[C:6]2[CH:5]=[N:4]1)[CH3:2].[CH3:50][N:51]1[CH2:56][CH2:55][NH:54][CH2:53][CH2:52]1.[CH3:57]C(O)=O.[BH-](OC(C)=O)(OC(C)=O)OC(C)=O.[Na+]>C(Cl)Cl>[CH2:1]([N:3]1[C:7]2=[N:8][C:9]([CH2:48][CH3:49])=[C:10]([CH2:19][NH:20][C:21]([C:23]3[CH:28]=[CH:27][CH:26]=[C:25]([C:29]([NH:31][CH2:32][C:33]4[CH:34]=[C:35]([C:40]5[CH:41]=[CH:42][CH:43]=[C:44]([CH2:50][N:51]6[CH2:56][CH2:55][N:54]([CH3:57])[CH2:53][CH2:52]6)[CH:45]=5)[CH:36]=[C:37]([CH3:39])[CH:38]=4)=[O:30])[CH:24]=3)=[O:22])[C:11]([NH:12][CH:13]3[CH2:18][CH2:17][O:16][CH2:15][CH2:14]3)=[C:6]2[CH:5]=[N:4]1)[CH3:2] |f:3.4|. Reported procedure: To a solution of N-{[1,6-diethyl-4-(tetrahydro-2H-pyran-4-ylamino)-1H-pyrazolo[3,4-b]pyridin-5-yl]methyl}-N′-[(3′-formyl-5-methyl-3-biphenylyl)methyl]-1,3-benzenedicarboxamide (100 mg, 0.15 mmol) in DCM (2 mL) was added 1-methyl piperazine (22.8 mg, 0.23 mmol), and AcOH (0.01 mL, 0.18 mmol) followed by NaBH(OAc)3 (64.3 mg, 0.30 mmol). The reaction mixture was stirred at RT overnight. The reaction was quenched with saturated NaHCO3 and extracted with DCM twice. The combined organic layers were wa... Starting materials: BrC=1C=C(SC1)C(=O)O (4-bromothiophene-2-carboxylic acid), COC(Cl)Cl (α,α-dichloromethyl methyl ether). Product: BrC=1C=C(SC1)C(=O)Cl (4-bromothiophene-2-carbonyl chloride). As a reaction SMILES: [Br:1][C:2]1[CH:3]=[C:4]([C:7]([OH:9])=O)[S:5][CH:6]=1.COC(Cl)[Cl:13]>>[Br:1][C:2]1[CH:3]=[C:4]([C:7]([Cl:13])=[O:9])[S:5][CH:6]=1. Procedure details: A suspension of 4-bromothiophene-2-carboxylic acid (47.0 mmol crude, from previous step) in α,α-dichloromethyl methyl ether (13.0 mL, 150 mmol) was slowly heated to reflux. As the reaction mixture was heated a pale brown solution formed, and gas evolution was evident. After stirring at a gentle reflux for 5 hours, the reaction solution was allowed to cool and was then concentrated under reduced pressure to afford 4-bromothiophene-2-carbonyl chloride as a brown liquid. This liquid was dissolved i... As a reaction SMILES: [Br:1][C:2]1[CH:3]=[C:4]([NH:8][C:9]2[C:18]3[C:13](=[CH:14][C:15]([O:20][CH3:21])=[C:16]([NH2:19])[CH:17]=3)[N:12]=[CH:11][C:10]=2[C:22]#[N:23])[CH:5]=[CH:6][CH:7]=1.[CH3:24][CH2:25][N:26]([CH:30]([CH3:32])C)[CH:27]([CH3:29])C.BrC/C=[CH:36]/[C:37](Cl)=[O:38].C(NCC)C.C(=O)(O)[O-].[Na+]>C1COCC1>[Br:1][C:2]1[CH:3]=[C:4]([NH:8][C:9]2[C:18]3[C:13](=[CH:14][C:15]([O:20][CH3:21])=[C:16]([NH:19][C:37](=[O:38])[CH:36]=[CH:32][CH2:30][N:26]([CH2:25][CH3:24])[CH2:27][CH3:29])[CH:17]=3)[N:12]=[CH:11][C:10]=2[C:22]#[N:23])[CH:5]=[CH:6][CH:7]=1 |f:4.5|. Solvent: C1CCOC1 (THF), C1CCOC1 (THF), C1CCOC1 (THF). Reported procedure: To a mixture of 0.5 g (1.36 mmol) of 4-[(3-bromophenyl)amino]-7-methoxy-6-amino-3-quinolinecarbonitrile and 0.48 ml (2.7 mmol) of Hunig's base in 50 ml of dry THF at 0° C., with stirring, was added a THF solution containing 0.50 g (2.7 mmol) of 4-bromo crotonyl chloride dropwise. The mixture was stirred for additional 0.5 hour after addition and then was added to a solution of 4.2 ml (40.8 mmol) diethyl amine in 50 ml of THF at 0° C. dropwise. The solution was stirred for an additional 0.5 hour.... The yield is 28.9%. The product is BrC=1C=C(C=CC1)NC1=C(C=NC2=CC(=C(C=C12)NC(C=CCN(CC)CC)=O)OC)C#N (4-Diethylamino-but-2-enoic acid [4-(3-bromo-phenylamino)-3-cyano-7-methoxy-quinolin-6-yl]-amide). The reactants are C(C)NCC (diethyl amine), C([O-])(O)=O.[Na+] (sodium bicarbonate), BrC=1C=C(C=CC1)NC1=C(C=NC2=CC(=C(C=C12)N)OC)C#N (4-[(3-bromophenyl)amino]-7-methoxy-6-amino-3-quinolinecarbonitrile), CCN(C(C)C)C(C)C (Hunig's base), BrC/C=C/C(=O)Cl (4-bromo crotonyl chloride).